This data is from the Open Reaction Database (ORD), a public repository of structured organic reaction records. The task is: describe an organic reaction: reactants, conditions, products, and yield Starting materials: FC1=CC=C(C=C1)C([C@H](C)NC(OC(C)(C)C)=O)=O (t-butyl N-[(1S)-2-(4-fluorophenyl)-1-methyl-2-oxoethyl]carbamate), CC(C)(C)S(=O)N (2-methyl-2-propanesulfinamide). Yields the product C(C)(C)(C)S(=O)N=C([C@H](C)NC(OC(C)(C)C)=O)C1=CC=C(C=C1)F (t-butyl N-[(1S)-2-[(t-butylsulfinyl)imino]-2-(4-fluorophenyl)-1-methylethyl]carbamate). Reaction SMILES: [F:1][C:2]1[CH:7]=[CH:6][C:5]([C:8](=O)[C@@H:9]([NH:11][C:12](=[O:18])[O:13][C:14]([CH3:17])([CH3:16])[CH3:15])[CH3:10])=[CH:4][CH:3]=1.[CH3:20][C:21]([S:24]([NH2:26])=[O:25])([CH3:23])[CH3:22]>>[C:21]([S:24]([N:26]=[C:8]([C:5]1[CH:6]=[CH:7][C:2]([F:1])=[CH:3][CH:4]=1)[C@@H:9]([NH:11][C:12](=[O:18])[O:13][C:14]([CH3:17])([CH3:16])[CH3:15])[CH3:10])=[O:25])([CH3:23])([CH3:22])[CH3:20]. Reported procedure: The intermediate in Reference Example 5, t-butyl N-[(1S)-2-(4-fluorophenyl)-1-methyl-2-oxoethyl]carbamate and 2-methyl-2-propanesulfinamide were condensed in the presence of a dehydrating agent to give t-butyl N-[(1S)-2-[(t-butylsulfinyl)imino]-2-(4-fluorophenyl)-1-methylethyl]carbamate. 1.0M trimethylaluminum—hexane solution (0.43 mL) was added to the solution of said sulfinylimine compound (80 mg) in toluene (2 mL) at −78° C., and the mixture was stirred for 5 minutes. The obtained solution wa...